Dataset: the Open Reaction Database (ORD), a public repository of structured organic reaction records. Task: describe an organic reaction: reactants, conditions, products, and yield The reactants are CCNc1cc(-c2ccc3ncc4c(c3c2)n(-c2cn(C)nc2C)c(=O)n4C)cnc1CO, [H-], CI, [Na+], CN(C)C=O. Product: CCNc1cc(-c2ccc3ncc4c(c3c2)n(-c2cn(C)nc2C)c(=O)n4C)cnc1COC. Reaction SMILES: [CH3:1][n:2]1[n:3][c:4]([CH3:33])[c:5](-[n:7]2[c:8](=[O:32])[n:9]([CH3:31])[c:10]3[cH:11][n:12][c:13]4[cH:14][cH:15][c:16](-[c:20]5[cH:21][n:22][c:23]([CH2:29][OH:30])[c:24]([NH:26][CH2:27][CH3:28])[cH:25]5)[cH:17][c:18]4[c:19]23)[cH:6]1.[H-:35].[I:36][CH3:37].[Na+:34].[O:38]=[CH:39][N:40]([CH3:41])[CH3:42]>>[CH3:1][n:2]1[n:3][c:4]([CH3:33])[c:5](-[n:7]2[c:8](=[O:32])[n:9]([CH3:31])[c:10]3[cH:11][n:12][c:13]4[cH:14][cH:15][c:16](-[c:20]5[cH:21][n:22][c:23]([CH2:29][O:30][CH3:37])[c:24]([NH:26][CH2:27][CH3:28])[cH:25]5)[cH:17][c:18]4[c:19]23)[cH:6]1. Reactants: COC(CCBr)OC, O=C([O-])[O-], Cc1nc(C)c(-c2c[nH]c(=O)[nH]c2=O)s1, CN(C)C=O, [K+], [K+]. Product: COC(CCn1cc(-c2sc(C)nc2C)c(=O)[nH]c1=O)OC. Reaction SMILES: [Br:22][CH2:23][CH2:24][CH:25]([O:26][CH3:27])[O:28][CH3:29].[C:16](=[O:17])([O-:18])[O-:19].[CH3:1][c:2]1[s:3][c:4](-[c:8]2[c:9](=[O:15])[nH:10][c:11](=[O:14])[nH:12][cH:13]2)[c:5]([CH3:7])[n:6]1.[CH3:30][N:31]([CH3:32])[CH:33]=[O:34].[K+:20].[K+:21]>>[CH3:1][c:2]1[s:3][c:4](-[c:8]2[c:9](=[O:15])[nH:10][c:11](=[O:14])[n:12]([CH2:23][CH2:24][CH:25]([O:26][CH3:27])[O:28][CH3:29])[cH:13]2)[c:5]([CH3:7])[n:6]1.